From a dataset of the Open Reaction Database (ORD), a public repository of structured organic reaction records. describe an organic reaction: reactants, conditions, products, and yield Procedure: To a THF solution (1.5 mL) of tert-butyl (S)-3-(8-[tert-butoxycarbonyl-{4-(2-methoxyethoxy)phenyl}amino]-6,7-dihydro-1,4,5,8a-tetraaza-s-indacen-5-yl}piperidine-1-carboxylate (110.6 mg, 0.182 mmol), N-iodosuccinimide (49.1 mg, 0.218 mmol) was added at room temperature and the mixture was stirred for 3 hr. After the reaction, the reaction mixture was extracted with ethyl acetate. The ethyl acetate layer was washed with water and then brine and dried over sodium sulfate. After the sodium sulfate w... Reaction SMILES: [C:1]([O:5][C:6]([N:8]([C:34]1[CH:39]=[CH:38][C:37]([O:40][CH2:41][CH2:42][O:43][CH3:44])=[CH:36][CH:35]=1)[C:9]1[N:20]2[C:16](=[CH:17][CH:18]=[N:19]2)[N:15]=[C:14]2[C:10]=1[CH2:11][CH2:12][N:13]2[C@H:21]1[CH2:26][CH2:25][CH2:24][N:23]([C:27]([O:29][C:30]([CH3:33])([CH3:32])[CH3:31])=[O:28])[CH2:22]1)=[O:7])([CH3:4])([CH3:3])[CH3:2].[I:45]N1C(=O)CCC1=O>C1COCC1>[I:45][C:17]1[CH:18]=[N:19][N:20]2[C:16]=1[N:15]=[C:14]1[C:10]([CH2:11][CH2:12][N:13]1[C@H:21]1[CH2:26][CH2:25][CH2:24][N:23]([C:27]([O:29][C:30]([CH3:33])([CH3:32])[CH3:31])=[O:28])[CH2:22]1)=[C:9]2[N:8]([C:6]([O:5][C:1]([CH3:4])([CH3:2])[CH3:3])=[O:7])[C:34]1[CH:39]=[CH:38][C:37]([O:40][CH2:41][CH2:42][O:43][CH3:44])=[CH:36][CH:35]=1. Yields the product IC=1C=NN2C(=C3CCN(C3=NC12)[C@@H]1CN(CCC1)C(=O)OC(C)(C)C)N(C1=CC=C(C=C1)OCCOC)C(=O)OC(C)(C)C (tert-butyl (S)-3-(3-iodo-8-[tert-butoxycarbonyl-{4-(2-methoxyethoxy)phenyl}amino]-6,7-dihydro-1,4,5,8a-tetraaza-s-indacen-5-yl)piperidine-1-carboxylate). Isolated yield 88.9%. Starting materials: C(C)(C)(C)OC(=O)N(C1=C2CCN(C2=NC2=CC=NN12)[C@@H]1CN(CCC1)C(=O)OC(C)(C)C)C1=CC=C(C=C1)OCCOC (tert-butyl (S)-3-(8-[tert-butoxycarbonyl-{4-(2-methoxyethoxy)phenyl}amino]-6,7-dihydro-1,4,5,8a-tetraaza-s-indacen-5-yl}piperidine-1-carboxylate), IN1C(CCC1=O)=O (N-iodosuccinimide). Run in C1CCOC1 (THF). Run at time 3 hour. The solvent is C1CCOC1 (THF), O (water). Yield: 93.4%. Starting materials: COC(=O)C1=NC=C(C=C1)OCC(C(F)F)(F)F (5-(2,2,3,3-tetrafluoro-propoxy)-pyridine-2-carboxylic acid methyl ester), [OH-].[Li+] (lithium hydoxide), Cl (HCl). The product is FC(COC=1C=CC(=NC1)C(=O)O)(C(F)F)F (5-(2,2,3,3-tetrafluoro-propoxy)-pyridine-2-carboxylic acid). RXN SMILES: C[O:2][C:3]([C:5]1[CH:10]=[CH:9][C:8]([O:11][CH2:12][C:13]([F:18])([F:17])[CH:14]([F:16])[F:15])=[CH:7][N:6]=1)=[O:4].[OH-].[Li+].Cl>C1COCC1.O>[F:18][C:13]([F:17])([CH:14]([F:16])[F:15])[CH2:12][O:11][C:8]1[CH:9]=[CH:10][C:5]([C:3]([OH:4])=[O:2])=[N:6][CH:7]=1 |f:1.2|. Reported procedure: To a solution of 5-(2,2,3,3-tetrafluoro-propoxy)-pyridine-2-carboxylic acid methyl ester (2.6 g) in THF (20 ml) and water (15 ml) was added lithium hydoxide solution (1 M, 19.4 ml) and the reaction mixture was stirred at 22° C. for 30 min. The reaction mixture was neutralised by addition of aqueous HCl (1 N, 19.4 ml), the organic solvent was evaporated, the suspension obtained still containing water was filtered and the residue was dried to give 5-(2,2,3,3-tetrafluoro-propoxy)-pyridine-2-carboxy... Reaction conditions: temperature 22 celsius, time 30 minute. The reactants are N#Cc1ccc(S(=O)(=O)Cl)cc1, Cn1cc(-c2cnc3ccc(-c4cncc(N)c4)cc3n2)cn1, c1ccncc1. Product: Cn1cc(-c2cnc3ccc(-c4cncc(NS(=O)(=O)c5ccc(C#N)cc5)c4)cc3n2)cn1. Reaction SMILES: [C:24](#[N:25])[c:26]1[cH:27][cH:28][c:29]([S:32](=[O:33])(=[O:34])[Cl:35])[cH:30][cH:31]1.[CH3:1][n:2]1[n:3][cH:4][c:5](-[c:7]2[cH:8][n:9][c:10]3[cH:11][cH:12][c:13](-[c:17]4[cH:18][c:19]([NH2:23])[cH:20][n:21][cH:22]4)[cH:14][c:15]3[n:16]2)[cH:6]1.[cH:36]1[cH:37][cH:38][n:39][cH:40][cH:41]1>>[CH3:1][n:2]1[n:3][cH:4][c:5](-[c:7]2[cH:8][n:9][c:10]3[cH:11][cH:12][c:13](-[c:17]4[cH:18][c:19]([NH:23][S:32]([c:29]5[cH:28][cH:27][c:26]([C:24]#[N:25])[cH:31][cH:30]5)(=[O:33])=[O:34])[cH:20][n:21][cH:22]4)[cH:14][c:15]3[n:16]2)[cH:6]1. Starting materials: O (water), BrC1=C(C(=CC(=C1)C(F)(F)F)C#C[Si](C)(C)C)N (2-bromo-4-trifluoromethyl-6-trimethylsilanylethynyl-phenylamine), solution, [F-].C(CCC)[N+](CCCC)(CCCC)CCCC (tetrabutylammonium fluoride). Run in C1CCOC1 (THF), C1CCOC1 (THF). Conditions: temperature 0 celsius, time 20 minute. Product: BrC1=C(C(=CC(=C1)C(F)(F)F)C#C)N (2-bromo-6-ethynyl-4-trifluoromethyl-phenylamine). Isolated yield 53.0%. RXN SMILES: [Br:1][C:2]1[CH:7]=[C:6]([C:8]([F:11])([F:10])[F:9])[CH:5]=[C:4]([C:12]#[C:13][Si](C)(C)C)[C:3]=1[NH2:18].[F-].C([N+](CCCC)(CCCC)CCCC)CCC.O>C1COCC1>[Br:1][C:2]1[CH:7]=[C:6]([C:8]([F:11])([F:10])[F:9])[CH:5]=[C:4]([C:12]#[CH:13])[C:3]=1[NH2:18] |f:1.2|. Procedure details: 4.26 g of 2-bromo-4-trifluoromethyl-6-trimethylsilanylethynyl-phenylamine (13 mmol) were dissolved in 40 ml THF and the solution was cooled to 0° C. Then 15.2 ml of a 1 M solution of tetrabutylammonium fluoride in THF (15 mmol) were added and the reaction mixture was stirred for 20 min at 0° C. After addition of water, the mixture was extracted with EtOAc and the combined organic extracts were washed with brine, dried with magnesium sulfate, filtered and concentrated. 1.82 g (54%) of 2-bromo-6-e... Starting materials: C=O, CC#N, CC(=O)O, Cc1ccc(-c2ccc(Cl)cc2)n1-c1ccc(Cl)cc1, Cl, FC(F)(F)c1cccc(N2CCNCC2)c1, [Na+], [OH-]. Yields the product Cc1c(CN2CCN(c3cccc(C(F)(F)F)c3)CC2)cc(-c2ccc(Cl)cc2)n1-c1ccc(Cl)cc1. Reaction SMILES: [CH2:38]=[O:39].[CH3:42][C:43]#[N:44].[CH3:45][C:46](=[O:47])[OH:48].[Cl:1][c:2]1[cH:3][cH:4][c:5](-[n:8]2[c:9](-[c:14]3[cH:15][cH:16][c:17]([Cl:20])[cH:18][cH:19]3)[cH:10][cH:11][c:12]2[CH3:13])[cH:6][cH:7]1.[ClH:21].[F:22][C:23]([c:24]1[cH:25][c:26]([N:30]2[CH2:31][CH2:32][NH:33][CH2:34][CH2:35]2)[cH:27][cH:28][cH:29]1)([F:36])[F:37].[Na+:41].[OH-:40]>>[Cl:1][c:2]1[cH:3][cH:4][c:5](-[n:8]2[c:9](-[c:14]3[cH:15][cH:16][c:17]([Cl:20])[cH:18][cH:19]3)[cH:10][c:11]([CH2:38][N:33]3[CH2:32][CH2:31][N:30]([c:26]4[cH:25][c:24]([C:23]([F:22])([F:36])[F:37])[cH:29][cH:28][cH:27]4)[CH2:35][CH2:34]3)[c:12]2[CH3:13])[cH:6][cH:7]1. Reactants: C(C1=CC=CC=C1)N1C[C@H]([C@@H](C1)OCC1=CC=CC=C1)OCC1=CC=CC=C1 ((3R,4R)-1-benzyl-3,4-dibenzyloxypyrrolidine), [OH-].[NH4+] (ammonium hydroxide). Reagents/catalysts: [OH-].[OH-].[Pd+2] (palladium hydroxide on activated charcoal). The solvent is CO (methanol). Run at time 20 hour. Product: C(C1=CC=CC=C1)O[C@@H]1CNC[C@H]1OCC1=CC=CC=C1 ((3R,4R)-3,4-dibenzyloxypyrrolidine). Isolated yield 97.0%. RXN SMILES: C([N:8]1[CH2:12][C@@H:11]([O:13][CH2:14][C:15]2[CH:20]=[CH:19][CH:18]=[CH:17][CH:16]=2)[C@H:10]([O:21][CH2:22][C:23]2[CH:28]=[CH:27][CH:26]=[CH:25][CH:24]=2)[CH2:9]1)C1C=CC=CC=1.[OH-].[NH4+]>CO.[OH-].[OH-].[Pd+2]>[CH2:14]([O:13][C@H:11]1[C@H:10]([O:21][CH2:22][C:23]2[CH:28]=[CH:27][CH:26]=[CH:25][CH:24]=2)[CH2:9][NH:8][CH2:12]1)[C:15]1[CH:16]=[CH:17][CH:18]=[CH:19][CH:20]=1 |f:1.2,4.5.6|. Procedure details: To a solution of (3R,4R)-1-benzyl-3,4-dibenzyloxypyrrolidine (26.8 g, 71.7 mmol) in methanol (600 ml) was added palladium hydroxide on activated charcoal (20% Pd, 2,7 g) and 25% ammonium hydroxide (6 ml). The mixture was hydrogenated in a Parr apparatus at 20 psi for 20 hours. The mixture was filtered and evaporated to dryness in vacuo to give (3R,4R)-3,4-dibenzyloxypyrrolidine (19.7 g, yield: 96%) as an oil.